From a dataset of the Open Reaction Database (ORD), a public repository of structured organic reaction records. describe an organic reaction: reactants, conditions, products, and yield The reactants are [BH4-], CO, COc1ccc(SC(CCCCc2ccccc2)CC(=O)NO)cc1OC1CCCC1, [Na+], C1CCOC1. Reaction SMILES: [BH4-:32].[CH3:34][OH:35].[CH:1]1([O:6][c:7]2[cH:8][c:9]([S:15][CH:16]([CH2:17][CH2:18][CH2:19][CH2:20][c:21]3[cH:22][cH:23][cH:24][cH:25][cH:26]3)[CH2:27][C:28]([NH:29][OH:30])=[O:31])[cH:10][cH:11][c:12]2[O:13][CH3:14])[CH2:2][CH2:3][CH2:4][CH2:5]1.[Na+:33].[O:36]1[CH2:37][CH2:38][CH2:39][CH2:40]1>>[CH:1]1([O:6][c:7]2[cH:8][c:9]([SH:15])[cH:10][cH:11][c:12]2[O:13][CH3:14])[CH2:2][CH2:3][CH2:4][CH2:5]1. Yields the product COc1ccc(S)cc1OC1CCCC1. Product: OC1CCCc2cccnc21. RXN SMILES: [C:1](=[O:2])([CH3:3])[O:4][CH:5]1[CH2:6][CH2:7][CH2:8][c:9]2[cH:10][cH:11][cH:12][n:13][c:14]21.[ClH:15].[Na+:17].[OH-:16]>>[OH:4][CH:5]1[CH2:6][CH2:7][CH2:8][c:9]2[cH:10][cH:11][cH:12][n:13][c:14]21. Reactants: CC(=O)OC1CCCc2cccnc21, Cl, [Na+], [OH-].